From a dataset of the Open Reaction Database (ORD), a public repository of structured organic reaction records. describe an organic reaction: reactants, conditions, products, and yield The reactants are ClC1=CC(=C(C#N)C=C1)F (4-Chloro-2-fluorobenzonitrile), OC1=CC=C(C2=CC=CC=C12)C=O (4-hydroxy-1-naphthaldehyde), C([O-])([O-])=O.[Cs+].[Cs+] (cesium carbonate), O (water). Solvent: CN(C)C=O (DMF). Product: ClC1=CC(=C(C#N)C=C1)OC1=CC=C(C2=CC=CC=C12)C=O (4-chloro-2-(4-formylnaphthalen-1-yloxy)benzonitrile). The yield is 55.2%. As a reaction SMILES: [Cl:1][C:2]1[CH:9]=[CH:8][C:5]([C:6]#[N:7])=[C:4](F)[CH:3]=1.[OH:11][C:12]1[C:21]2[C:16](=[CH:17][CH:18]=[CH:19][CH:20]=2)[C:15]([CH:22]=[O:23])=[CH:14][CH:13]=1.C(=O)([O-])[O-].[Cs+].[Cs+].O>CN(C=O)C>[Cl:1][C:2]1[CH:9]=[CH:8][C:5]([C:6]#[N:7])=[C:4]([O:11][C:12]2[C:21]3[C:16](=[CH:17][CH:18]=[CH:19][CH:20]=3)[C:15]([CH:22]=[O:23])=[CH:14][CH:13]=2)[CH:3]=1 |f:2.3.4|. Procedure details: 4-Chloro-2-fluorobenzonitrile (0.31 g, 2.0 mmol), 4-hydroxy-1-naphthaldehyde (0.34 g, 2.0 mmol) and cesium carbonate (0.64 g, 2.0 mmol) were heated with stirring in dry DMF (4 mL) at ambient temperature for 10 days. The reaction mixture was poured into water and extracted with ethyl acetate. The ethyl acetate layer was separated, washed with 1N sodium hydroxide solution (2×), water (1×), brine (1×), and dried over MgSO4. After filtration, the solvent was removed in vacuo to yield 4-chloro-2-(4-f...